From a dataset of the Open Reaction Database (ORD), a public repository of structured organic reaction records. describe an organic reaction: reactants, conditions, products, and yield Reactants: OC1CC(C1)(N1N=CC(=C1)C=1C2=C(N=CN1)N(C=C2)COCC[Si](C)(C)C)CC#N ({3-hydroxy-1-[4-(7-{[2-(trimethylsilyl)ethoxy]methyl}-7H-pyrrolo[2,3-d]pyrimidin-4-yl)-1H-pyrazol-1-yl]cyclobutyl}acetonitrile), CC(=O)OI1(C=2C=CC=CC2C(=O)O1)(OC(=O)C)OC(=O)C (Dess-Martin periodinane). The solvent is CCOCC (ether), C(=O)(O)[O-].[Na+] (NaHCO3), C(Cl)Cl (DCM). Run at time 2 hour. The product is O=C1CC(C1)(N1N=CC(=C1)C=1C2=C(N=CN1)N(C=C2)COCC[Si](C)(C)C)CC#N ({3-oxo-1-[4-(7-{[2-(trimethylsilyl)ethoxy]methyl}-7H-pyrrolo[2,3-d]pyrimidin-4-yl)-1H-pyrazol-1-yl]cyclobutyl}acetonitrile). RXN SMILES: [OH:1][CH:2]1[CH2:5][C:4]([CH2:28][C:29]#[N:30])([N:6]2[CH:10]=[C:9]([C:11]3[C:12]4[CH:19]=[CH:18][N:17]([CH2:20][O:21][CH2:22][CH2:23][Si:24]([CH3:27])([CH3:26])[CH3:25])[C:13]=4[N:14]=[CH:15][N:16]=3)[CH:8]=[N:7]2)[CH2:3]1.CC(OI1(OC(C)=O)(OC(C)=O)OC(=O)C2C=CC=CC1=2)=O>C(Cl)Cl.CCOCC.C([O-])(O)=O.[Na+]>[O:1]=[C:2]1[CH2:3][C:4]([CH2:28][C:29]#[N:30])([N:6]2[CH:10]=[C:9]([C:11]3[C:12]4[CH:19]=[CH:18][N:17]([CH2:20][O:21][CH2:22][CH2:23][Si:24]([CH3:25])([CH3:27])[CH3:26])[C:13]=4[N:14]=[CH:15][N:16]=3)[CH:8]=[N:7]2)[CH2:5]1 |f:4.5|. Procedure details: To a solution of {3-hydroxy-1-[4-(7-{[2-(trimethylsilyl)ethoxy]methyl}-7H-pyrrolo[2,3-d]pyrimidin-4-yl)-1H-pyrazol-1-yl]cyclobutyl}acetonitrile (1.62 g, 3.82 mmol) in DCM (50 mL) at 0° C. was added Dess-Martin periodinane (2.1 g, 5.0 mmol). After stirring for 2 hours, the reaction solution was diluted with ether and saturated NaHCO3 solution. The aqueous layer was extracted with ethyl acetate three times. The combined extracts were washed with brine, dried over sodium sulfate, decanted and evapo... The reactants are COc1ccc([PH](=O)c2ccc(OC)cc2)cc1, Cc1ccccc1, Cl[SiH](Cl)Cl, [Na+], [OH-], O=[PH3]. The product is COc1ccc(Pc2ccc(OC)cc2)cc1. RXN SMILES: [CH3:1][O:2][c:3]1[cH:4][cH:5][c:6]([PH:9]([c:10]2[cH:11][cH:12][c:13]([O:16][CH3:17])[cH:14][cH:15]2)=[O:18])[cH:7][cH:8]1.[CH3:27][c:28]1[cH:29][cH:30][cH:31][cH:32][cH:33]1.[Cl:19][SiH:20]([Cl:21])[Cl:22].[Na+:26].[OH-:25].[PH3:23]=[O:24]>>[CH3:1][O:2][c:3]1[cH:4][cH:5][c:6]([PH:9][c:10]2[cH:11][cH:12][c:13]([O:16][CH3:17])[cH:14][cH:15]2)[cH:7][cH:8]1. The reactants are P(=O)([O-])([O-])[O-] (phosphate), CN(N=C1C(CCC2=C(C=CC=C12)OC)CC(OC)OC)C (2-(2,2-dimethoxy-1-ethyl)-5-methoxy-1-tetralone N,N-dimethylhydrazone), [Cl-].[NH4+] (ammonium chloride), N (ammonia). The reagents and catalysts are O.O.[Cu](Cl)Cl (copper (II) chloride dihydrate). Run in C1CCOC1 (THF). Run at time 3.5 hour. Product: O=CCC1C(C2=CC=CC(=C2CC1)OC)=O (2-(2-oxoethyl)-5-methoxy-1-tetralone). Isolated yield 80.0%. RXN SMILES: CN(C)N=[C:4]1[C:13]2[C:8](=[C:9]([O:14][CH3:15])[CH:10]=[CH:11][CH:12]=2)[CH2:7][CH2:6][CH:5]1[CH2:16][CH:17]([O:20]C)OC.P([O-])([O-])([O-])=[O:24].[Cl-].[NH4+].N>C1COCC1.O.O.[Cu](Cl)Cl>[O:20]=[CH:17][CH2:16][CH:5]1[CH2:6][CH2:7][C:8]2[C:13](=[CH:12][CH:11]=[CH:10][C:9]=2[O:14][CH3:15])[C:4]1=[O:24] |f:2.3,6.7.8|. Procedure: 280 mg of 2-(2,2-dimethoxy-1-ethyl)-5-methoxy-1-tetralone N,N-dimethylhydrazone were dissolved in 12.5 ml of THF and added to 5 ml of phosphate buffer (prepared from 2 ml of 1/15M potassium dihydrogen phosphate and 3 ml of 1/15M disodium hydrogen phosphate) as well as 156 mg of copper (II) chloride dihydrate. After stirring at room temperature for 3.5 hours, the reaction had finished. The mixture was treated with 10 ml of 20% ammonium chloride solution and 0.8 ml of conc ammonia. Then, the mixtu... Starting materials: FC(C1=CC(=C(N)C=C1C(F)(F)F)[N+](=O)[O-])(F)F (4,5-bis(trifluoromethyl)-2-nitroaniline), Cl[Sn]Cl (SnCl2). Run in C(C)O (ethanol). The product is FC(C1=CC(=C(C=C1C(F)(F)F)N)N)(F)F (4,5-Bis(trifluoromethyl)-1,2-phenylenediamine). Yield: 93.9%. RXN SMILES: [F:1][C:2]([F:18])([F:17])[C:3]1[C:9]([C:10]([F:13])([F:12])[F:11])=[CH:8][C:6]([NH2:7])=[C:5]([N+:14]([O-])=O)[CH:4]=1.Cl[Sn]Cl>C(O)C>[F:1][C:2]([F:17])([F:18])[C:3]1[C:9]([C:10]([F:13])([F:12])[F:11])=[CH:8][C:6]([NH2:7])=[C:5]([NH2:14])[CH:4]=1. Procedure: p A solution of 122 mg (0.445 mmol) of 4,5-bis(trifluoromethyl)-2-nitroaniline and 498 mg (2.62 mmol) of SnCl2 in 6 mL of ethanol was heated at 70° C. for 2 h. The solution was evaporated to remove the ethanol. The residue was treated with 2 N NaOH to pH=13. White precipitate was observed. The mixture was extracted by CHCl3 (3×10 mL). The extract was dried (MgSO4) and evaporated to leave 102 mg (94% ) of oil. 1H NMR (CDCl3), 3.70 (mb, 4), 7.069 (s, 2) and some impurity. 19F NMR (CDCl3), 56.659 (... The reactants are Cl, NOCc1ccc(F)cc1, COc1ccc(C(C)=O)cc1O. The product is COc1ccc(C(C)=NOCc2ccc(F)cc2)cc1O. RXN SMILES: [ClH:13].[F:14][c:15]1[cH:16][cH:17][c:18]([CH2:19][O:20][NH2:21])[cH:22][cH:23]1.[OH:1][c:2]1[cH:3][c:4]([C:10]([CH3:11])=[O:12])[cH:5][cH:6][c:7]1[O:8][CH3:9]>>[OH:1][c:2]1[cH:3][c:4]([C:10]([CH3:11])=[N:21][O:20][CH2:19][c:18]2[cH:17][cH:16][c:15]([F:14])[cH:23][cH:22]2)[cH:5][cH:6][c:7]1[O:8][CH3:9]. Starting materials: COC=1C=CC(=C(C1)C1OCCO1)[N+](=O)[O-] (2-(5-Methoxy-2-nitrophenyl)-1,3-dioxolane), C(C)(=O)OCC (ethyl acetate). Reagents/catalysts: [Pt](=O)=O (platinum dioxide), O.O.O.C(C)(=O)[O-].[Na+] (sodium acetate trihydrate). Yields the product O1C(OCC1)C1=C(N)C=CC(=C1)OC (2-(1,3-Dioxolan-2-yl)-4-methoxyaniline). Isolated yield 100.0%. Reaction SMILES: [CH3:1][O:2][C:3]1[CH:4]=[CH:5][C:6]([N+:14]([O-])=O)=[C:7]([CH:9]2[O:13][CH2:12][CH2:11][O:10]2)[CH:8]=1.C(OCC)(=O)C>[Pt](=O)=O.O.O.O.C([O-])(=O)C.[Na+]>[O:10]1[CH2:11][CH2:12][O:13][CH:9]1[C:7]1[CH:8]=[C:3]([O:2][CH3:1])[CH:4]=[CH:5][C:6]=1[NH2:14] |f:3.4.5.6.7|. Procedure details: 2-(5-Methoxy-2-nitrophenyl)-1,3-dioxolane (15.00 g, 0.06661 mol), platinum dioxide (900 mg, 0.004 mol) and sodium acetate trihydrate (700 mg, 0.005 mol) were placed in a pressure flask, followed by ethyl acetate (400 mL, 4 mol). The reaction mixture was then purged under N2 for at least 3 times, and H2 was introduced (purged 3 times) and maintained at 52 psi for 3 hours. The reaction mixture was then filtered, and solvent was removed to give a pure product (13 g, 100%). 1H NMR (CHLOROFORM-d) δ: ... Reactants: CN1C(=NC(=CC1=O)C1=NC=NC=C1)N1[C@@H](CNCC1)C (1-Methyl-2-((2R)-2-methyl-piperazin-1-yl)-1H-[4,4′]bipyrimidinyl-6-one), FC1=CC=C(C#N)C=C1 (4-fluorobenzonitrile), C([O-])([O-])=O.[K+].[K+] (potassium carbonate). Conditions: temperature 120 celsius, time 12 hour. Product: C[C@@H]1CN(CCN1C=1N(C(C=C(N1)C1=NC=NC=C1)=O)C)C1=CC=C(C#N)C=C1 (4-[(3R)-3-Methyl-4-(1-methyl-6-oxo-1,6-dihydro-[4,4′]bipyrimidinyl-2-yl)-piperazin-1-yl]-benzonitrile). Isolated yield 83.8%. RXN SMILES: [CH3:1][N:2]1[C:7](=[O:8])[CH:6]=[C:5]([C:9]2[CH:14]=[CH:13][N:12]=[CH:11][N:10]=2)[N:4]=[C:3]1[N:15]1[CH2:20][CH2:19][NH:18][CH2:17][C@H:16]1[CH3:21].F[C:23]1[CH:30]=[CH:29][C:26]([C:27]#[N:28])=[CH:25][CH:24]=1.C(=O)([O-])[O-].[K+].[K+]>>[CH3:21][C@H:16]1[N:15]([C:3]2[N:2]([CH3:1])[C:7](=[O:8])[CH:6]=[C:5]([C:9]3[CH:14]=[CH:13][N:12]=[CH:11][N:10]=3)[N:4]=2)[CH2:20][CH2:19][N:18]([C:23]2[CH:30]=[CH:29][C:26]([C:27]#[N:28])=[CH:25][CH:24]=2)[CH2:17]1 |f:2.3.4|. Procedure details: To a stirred solution of 1-Methyl-2-((2R)-2-methyl-piperazin-1-yl)-1H-[4,4′]bipyrimidinyl-6-one (1.50 g, 5.24 mmol) in dimethyl sulufoxide (10.0 ml) was added 4-fluorobenzonitrile (1.27 g, 10.5 mmol), potassium carbonate (2.90 g, 21.0 mmol), and the reaction mixture was stirred for 12 hours at 120° C. The reaction was quenched with water, the aqueous layer was extracted with ethyl acetate. The extract was washed with water and brine, dried over magnesium sulfate, and concentrated in vacuo. After...